From a dataset of the Open Reaction Database (ORD), a public repository of structured organic reaction records. describe an organic reaction: reactants, conditions, products, and yield Reactants: C(C1=CC=CC=C1)OC(=O)N[C@H](C(=O)OC)CC1=CC(=C(C=C1)C1CC(NS1(=O)=O)=O)Br (methyl (2S)-2-[(benzyloxy)carbonyl]amino-3-[3-bromo-4-(1,1-dioxido-3-oxoisothiazolidin-5-yl)phenyl]propanoate), C1(=CC=CC=C1)B(O)O (phenylboronic acid), C([O-])([O-])=O.[Na+].[Na+] (sodium carbonate). Reagents/catalysts: C=1C=CC(=CC1)[P](C=2C=CC=CC2)(C=3C=CC=CC3)[Pd]([P](C=4C=CC=CC4)(C=5C=CC=CC5)C=6C=CC=CC6)([P](C=7C=CC=CC7)(C=8C=CC=CC8)C=9C=CC=CC9)[P](C=1C=CC=CC1)(C=1C=CC=CC1)C=1C=CC=CC1 (tetrakis(triphenylphosphine)palladium(0)). The solvent is C1(=CC=CC=C1)C (toluene), O1CCOCC1 (1,4-dioxane), O (water). Run at temperature 100 celsius. The product is C(C1=CC=CC=C1)OC(=O)N[C@H](C(=O)O)CC=1C=C(C(=CC1)C1CC(NS1(=O)=O)=O)C1=CC=CC=C1 ((2S)-2-[(benzyloxy)carbonyl]amino-3-[6-(1,1-dioxido-3-oxoisothiazolidin-5-yl)biphenyl-3-yl]propanoic acid). Isolated yield 35.8%. As a reaction SMILES: [CH2:1]([O:8][C:9]([NH:11][C@@H:12]([CH2:17][C:18]1[CH:23]=[CH:22][C:21]([CH:24]2[S:28](=[O:30])(=[O:29])[NH:27][C:26](=[O:31])[CH2:25]2)=[C:20](Br)[CH:19]=1)[C:13]([O:15]C)=[O:14])=[O:10])[C:2]1[CH:7]=[CH:6][CH:5]=[CH:4][CH:3]=1.[C:33]1(B(O)O)[CH:38]=[CH:37][CH:36]=[CH:35][CH:34]=1.C(=O)([O-])[O-].[Na+].[Na+]>C1(C)C=CC=CC=1.O1CCOCC1.O.C1C=CC([P]([Pd]([P](C2C=CC=CC=2)(C2C=CC=CC=2)C2C=CC=CC=2)([P](C2C=CC=CC=2)(C2C=CC=CC=2)C2C=CC=CC=2)[P](C2C=CC=CC=2)(C2C=CC=CC=2)C2C=CC=CC=2)(C2C=CC=CC=2)C2C=CC=CC=2)=CC=1>[CH2:1]([O:8][C:9]([NH:11][C@@H:12]([CH2:17][C:18]1[CH:19]=[C:20]([C:33]2[CH:38]=[CH:37][CH:36]=[CH:35][CH:34]=2)[C:21]([CH:24]2[S:28](=[O:30])(=[O:29])[NH:27][C:26](=[O:31])[CH2:25]2)=[CH:22][CH:23]=1)[C:13]([OH:15])=[O:14])=[O:10])[C:2]1[CH:7]=[CH:6][CH:5]=[CH:4][CH:3]=1 |f:2.3.4,^1:65,67,86,105|. Reported procedure: To a solution of methyl (2S)-2-[(benzyloxy)carbonyl]amino-3-[3-bromo-4-(1,1-dioxido-3-oxoisothiazolidin-5-yl)phenyl]propanoate (52.0 mg, 0.0990 mmol) in toluene (1.0 mL) and 1,4-dioxane (1.0 mL) was added phenylboronic acid (14.5 mg, 0.119 mmol), 2 M sodium carbonate in water (0.30 mL) and tetrakis(triphenylphosphine)palladium(0) (6 mg, 0.005 mmol) under an atmosphere of nitrogen. The resulting mixture was heated at 100° C. overnight. The reaction solution was filtered, and purified by preparati... Starting materials: [Br-], CCC(CC)c1cc(C)nn2c(-c3sc(Br)cc3C#N)c(C)nc12, C1CCOC1, Cc1cccc([Zn+])n1, CCOC(C)=O. The product is CCC(CC)c1cc(C)nn2c(-c3sc(-c4cccc(C)n4)cc3C#N)c(C)nc12. As a reaction SMILES: [Br-:25].[Br:1][c:2]1[cH:3][c:4]([C:23]#[N:24])[c:5](-[c:7]2[c:8]([CH3:22])[n:9][c:10]3[n:11]2[n:12][c:13]([CH3:21])[cH:14][c:15]3[CH:16]([CH2:17][CH3:18])[CH2:19][CH3:20])[s:6]1.[CH2:34]1[O:35][CH2:36][CH2:37][CH2:38]1.[CH3:26][c:27]1[cH:28][cH:29][cH:30][c:31]([Zn+:33])[n:32]1.[CH3:39][CH2:40][O:41][C:42]([CH3:43])=[O:44]>>[c:2]1(-[c:31]2[cH:30][cH:29][cH:28][c:27]([CH3:26])[n:32]2)[cH:3][c:4]([C:23]#[N:24])[c:5](-[c:7]2[c:8]([CH3:22])[n:9][c:10]3[n:11]2[n:12][c:13]([CH3:21])[cH:14][c:15]3[CH:16]([CH2:17][CH3:18])[CH2:19][CH3:20])[s:6]1. The reactants are CC1=C(C(=CC(=C1)C(C)(C)C)C)S(=O)(=O)Cl (2,6-dimethyl-4-tert-butylbenzenesulfonyl chloride), CC1=C(C(=CC(=C1)C(C)(C)C)C)S(=O)(=O)Cl (2,6-dimethyl-4-tert-butylbenzenesulfonyl chloride). Reagents/catalysts: [Zn] (Zinc), [Ti](Cl)(Cl)(Cl)Cl (titanium tetrachloride), [Ti](Cl)(Cl)(Cl)Cl (titanium tetrachloride). The solvent is O1CCCC1 (tetrahydrofuran), O1CCCC1 (tetrahydrofuran). Conditions: temperature 60 celsius. The product is CC1=C(C(=CC(=C1)C(C)(C)C)C)SSC1=C(C=C(C=C1C)C(C)(C)C)C (bis(2,6-dimethyl-4-tert-butylphenyl)disulfide). Yield: 64.1%. RXN SMILES: [CH3:1][C:2]1[CH:7]=[C:6]([C:8]([CH3:11])([CH3:10])[CH3:9])[CH:5]=[C:4]([CH3:12])[C:3]=1[S:13](Cl)(=O)=O>O1CCCC1.[Zn].[Ti](Cl)(Cl)(Cl)Cl>[CH3:1][C:2]1[CH:7]=[C:6]([C:8]([CH3:11])([CH3:10])[CH3:9])[CH:5]=[C:4]([CH3:12])[C:3]=1[S:13][S:13][C:3]1[C:2]([CH3:1])=[CH:7][C:6]([C:8]([CH3:10])([CH3:9])[CH3:11])=[CH:5][C:4]=1[CH3:12]. Procedure: A two liter, three-neck flask, was obtained. A condenser with a drying tube, a thermometer, and a dropping funnel were each attached to the flask. Zinc dust (<10 micron, 43.6 g, 0.667 mol) and anhydrous tetrahydrofuran (400 mL) were added to the flask. The mixture was stirred and cooled on an ice-water bath and 58.6 ml (0.534 mmol) of titanium tetrachloride added drop wise (˜45 min). During the entire addition of titanium tetrachloride, the temperature of the mixture was maintained below 25° C. ... The reactants are C(=O)([O-])[O-].[Na+].[Na+] (Na2CO3), BrC1=CC=C(C=C1)C1=C(C=CC=C1)[N+](=O)[O-] (4′-bromo-2-nitrobiphenyl), C(C)OP(OCC)OCC (triethylphosphite), [OH-].[Na+] (NaOH). Solvent: 6(N)HCl. The product is BrC1=CC=2NC3=CC=CC=C3C2C=C1 (2-bromo-9H-carbazole). The yield is 47.1%. Reaction SMILES: [Br:1][C:2]1[CH:7]=[CH:6][C:5]([C:8]2[CH:13]=[CH:12][CH:11]=[CH:10][C:9]=2[N+:14]([O-])=O)=[CH:4][CH:3]=1.C(OP(OCC)OCC)C.[OH-].[Na+].C([O-])([O-])=O.[Na+].[Na+]>>[Br:1][C:2]1[CH:7]=[CH:6][C:5]2[C:8]3[C:9](=[CH:10][CH:11]=[CH:12][CH:13]=3)[NH:14][C:4]=2[CH:3]=1 |f:2.3,4.5.6|. Reported procedure: 4′-bromo-2-nitrobiphenyl (9.8 g, 35.4 mmol) was refluxed with 30 mL triethylphosphite overnight. After cooling down the solution to room temperature, 40 mL 6(N)HCl was added to it slowly and heated to 80° C. for 3 h. Acidic solution was halfway neutralized with conc. NaOH, rest of the acidic solution was neutralized with solid Na2CO3. Cloudy solution was extracted three times with ethylacetate (500 mL). Combined organic layer was evaporated under vacuum and crude was flashed on silica gel (15% t...